From a dataset of the Open Reaction Database (ORD), a public repository of structured organic reaction records. describe an organic reaction: reactants, conditions, products, and yield Reactants: [BH3-]C#N, C1CCNCC1, CC(=O)O, CC#N, N#Cc1nc(CCC=O)cc(-c2cccc(C(F)(F)F)c2)n1. Product: N#Cc1nc(CCCN2CCCCC2)cc(-c2cccc(C(F)(F)F)c2)n1. RXN SMILES: [C:1]([BH3-:2])#[N:3].[CH2:4]1[CH2:5][CH2:6][NH:7][CH2:8][CH2:9]1.[CH3:10][C:11](=[O:12])[OH:13].[CH3:36][C:37]#[N:38].[O:14]=[CH:15][CH2:16][CH2:17][c:18]1[n:19][c:20]([C:34]#[N:35])[n:21][c:22](-[c:24]2[cH:25][c:26]([C:30]([F:31])([F:32])[F:33])[cH:27][cH:28][cH:29]2)[cH:23]1>>[CH2:4]1[CH2:5][CH2:6][N:7]([CH2:15][CH2:16][CH2:17][c:18]2[n:19][c:20]([C:34]#[N:35])[n:21][c:22](-[c:24]3[cH:25][c:26]([C:30]([F:31])([F:32])[F:33])[cH:27][cH:28][cH:29]3)[cH:23]2)[CH2:8][CH2:9]1. Starting materials: C(CCCCC)S(=O)(=O)Cl (hexane sulfonyl chloride), NC1=CC=C(C(=O)CC#N)C=C1 (4-aminobenzoylacetonitrile), N1=CC=CC=C1 (pyridine), Cl (hydrochloric acid). The solvent is CO (methanol). Conditions: time 30 minute. The product is C(CCCCC)S(=O)(=O)NC1=CC=C(C(=O)CC#N)C=C1 (4-Hexylsulfonamidobenzoylacetonitrile). Yield: 68.0%. RXN SMILES: [CH2:1]([S:7](Cl)(=[O:9])=[O:8])[CH2:2][CH2:3][CH2:4][CH2:5][CH3:6].[NH2:11][C:12]1[CH:22]=[CH:21][C:15]([C:16]([CH2:18][C:19]#[N:20])=[O:17])=[CH:14][CH:13]=1.N1C=CC=CC=1.Cl>CO>[CH2:1]([S:7]([NH:11][C:12]1[CH:13]=[CH:14][C:15]([C:16]([CH2:18][C:19]#[N:20])=[O:17])=[CH:21][CH:22]=1)(=[O:9])=[O:8])[CH2:2][CH2:3][CH2:4][CH2:5][CH3:6]. Procedure details: A solution of 3.7 grams (0.02 Mol) hexane sulfonyl chloride, 3.2 grams (0.02 Mol) 4-aminobenzoylacetonitrile and 5 mL of pyridine was stirred at 0° C. for 1.5 hours. The resulting very thick brown solution was dissolved in 15 mL of methanol and dropwise added to 100 mL of 2N hydrochloric acid at 0° C. A tan precipitate formed which was stirred for 30 minutes, then filtered and washed with water and dried for 2 hours at 50° C./10 mm Hg to give 6.9 grams of crude product. This was recrystallized f... The reactants are NC1CCC(C(=O)c2nc3ccccc3s2)CC1, O=Cc1ccc2c(c1)OCCO2. Yields the product O=C(c1nc2ccccc2s1)C1CCC(NCc2ccc3c(c2)OCCO3)CC1. RXN SMILES: [NH2:1][CH:2]1[CH2:3][CH2:4][CH:5]([C:8](=[O:9])[c:10]2[s:11][c:12]3[c:13]([n:14]2)[cH:15][cH:16][cH:17][cH:18]3)[CH2:6][CH2:7]1.[O:19]1[CH2:20][CH2:21][O:22][c:23]2[c:24]1[cH:25][cH:26][c:27]([CH:29]=[O:30])[cH:28]2>>[NH:1]([CH:2]1[CH2:3][CH2:4][CH:5]([C:8](=[O:9])[c:10]2[s:11][c:12]3[c:13]([n:14]2)[cH:15][cH:16][cH:17][cH:18]3)[CH2:6][CH2:7]1)[CH2:29][c:27]1[cH:26][cH:25][c:24]2[c:23]([cH:28]1)[O:22][CH2:21][CH2:20][O:19]2. Reactants: ClC1=CC=CC2=C1C(N1[C@H](C=3N2C=NC3C3=NOC(=N3)CCl)CCC1)=O ((S)-8-chloro-1-(5-chloromethyl-1,2,4-oxadiazol-3-yl)-11,12,13,13a-tetrahydro-9H-imidazo[1,5-a]pyrrolo[2,1-c][1,4]benzodiazepin-9-one), C(CC)NCCC (dipropylamine). Run in CN(C=O)C (N,N-dimethylformamide). Reaction conditions: time 16 hour. Product: ClC1=CC=CC2=C1C(N1[C@H](C=3N2C=NC3C3=NOC(=N3)CN(CCC)CCC)CCC1)=O ((S)-8-chloro-1-(5-dipropylaminomethyl-1,2,4-oxadiazol-3-yl)-11,12,13,13a-tetrahydro-9H-imidazo[1,5-a]pyrrolo[2,1-c][1,4]benzodiazepin-9-one). The yield is 94.1%. As a reaction SMILES: [Cl:1][C:2]1[C:7]2[C:8](=[O:26])[N:9]3[CH2:25][CH2:24][CH2:23][C@H:10]3[C:11]3[N:12]([CH:13]=[N:14][C:15]=3[C:16]3[N:20]=[C:19]([CH2:21]Cl)[O:18][N:17]=3)[C:6]=2[CH:5]=[CH:4][CH:3]=1.[CH2:27]([NH:30][CH2:31][CH2:32][CH3:33])[CH2:28][CH3:29]>CN(C)C=O>[Cl:1][C:2]1[C:7]2[C:8](=[O:26])[N:9]3[CH2:25][CH2:24][CH2:23][C@H:10]3[C:11]3[N:12]([CH:13]=[N:14][C:15]=3[C:16]3[N:20]=[C:19]([CH2:21][N:30]([CH2:31][CH2:32][CH3:33])[CH2:27][CH2:28][CH3:29])[O:18][N:17]=3)[C:6]=2[CH:5]=[CH:4][CH:3]=1. Reported procedure: A suspension of 1.85 g (4.74 mmol) of (S)-8-chloro-1-(5-chloromethyl-1,2,4-oxadiazol-3-yl)-11,12,13,13a-tetrahydro-9H-imidazo[1,5-a]pyrrolo[2,1-c][1,4]benzodiazepin-9-one in 30 ml of N,N-dimethylformamide was treated with 2.40 g (23.7 mmol) of dipropylamine. After stirring at room temperature for 16 hrs. the solution obtained was completely freed from the solvents. The residue was chromatographed over silica gel with methylene chloride/methanol 19:1 as the eluent. There were obtained 2.03 g (94%... Reactants: NC1=C(C=C(C=C1)OC)C(=O)C1=CC(=CC=C1)F ((2-Amino-5-methoxyphenyl)(3-fluorophenyl)methanone), C(C)(=O)O (acetic acid), COC1=C(C=O)C=CC(=C1)OC (2,4-Dimethoxybenzaldehyde), C(C)(=O)O[BH-](OC(C)=O)OC(C)=O.[Na+] (sodium triacetoxyborohydride). Run in ClC(C)Cl (dichloroethane). Conditions: time 3 hour. Yields the product COC1=C(CNC2=C(C=C(C=C2)OC)C(=O)C2=CC(=CC=C2)F)C=CC(=C1)OC ({2-[(2,4-Dimethoxybenzyl)amino]-5-methoxyphenyl}(3-fluorophenyl)methanone), oil. As a reaction SMILES: [NH2:1][C:2]1[CH:7]=[CH:6][C:5]([O:8][CH3:9])=[CH:4][C:3]=1[C:10]([C:12]1[CH:17]=[CH:16][CH:15]=[C:14]([F:18])[CH:13]=1)=[O:11].C(O[BH-](OC(=O)C)OC(=O)C)(=O)C.[Na+].C(O)(=O)C.[CH3:37][O:38][C:39]1[CH:46]=[C:45]([O:47][CH3:48])[CH:44]=[CH:43][C:40]=1[CH:41]=O>ClC(Cl)C>[CH3:37][O:38][C:39]1[CH:46]=[C:45]([O:47][CH3:48])[CH:44]=[CH:43][C:40]=1[CH2:41][NH:1][C:2]1[CH:7]=[CH:6][C:5]([O:8][CH3:9])=[CH:4][C:3]=1[C:10]([C:12]1[CH:17]=[CH:16][CH:15]=[C:14]([F:18])[CH:13]=1)=[O:11] |f:1.2|. Reported procedure: To a solution of (2-Amino-5-methoxyphenyl)(3-fluorophenyl)methanone (0.984 g, 4.01 mmol) in 15 mL of dichloroethane was added 4 Å powdered molecular sieves (1 g), followed by sodium triacetoxyborohydride (2.55 g, 12.0 mmol) and acetic acid (0.69 mL, 12.0 mmol). 2,4-Dimethoxybenzaldehyde was added (0.667 g, 4.01 mmol), and the reaction was stirred at room temperature for 3 hours. The reaction was partitioned between EtOAc and saturated NaHCO3 solution, and the organic layer was washed with brine,... The reactants are NC1=NC(=CC(=C1C(=O)OCC)C(=O)OCC)C (2-amino-3,4-diethoxycarbonyl-6-methylpyridine), N(=O)[O-].[Na+] (sodium nitrite). Run in Cl (hydrochloric acid), O (water). Reaction conditions: time 1 hour. The product is C(C)OC(=O)C=1C(NC(=CC1C(=O)OCC)C)=O (3,4-Diethoxycarbonyl-6-methyl-2-pyridone). RXN SMILES: N[C:2]1[C:7]([C:8]([O:10][CH2:11][CH3:12])=[O:9])=[C:6]([C:13]([O:15][CH2:16][CH3:17])=[O:14])[CH:5]=[C:4]([CH3:18])[N:3]=1.N([O-])=[O:20].[Na+]>Cl.O>[CH2:11]([O:10][C:8]([C:7]1[C:2](=[O:20])[NH:3][C:4]([CH3:18])=[CH:5][C:6]=1[C:13]([O:15][CH2:16][CH3:17])=[O:14])=[O:9])[CH3:12] |f:1.2|. Procedure: In 90 ml of 2% hydrochloric acid was dissolved 2.52 g (10 mmol) of 2-amino-3,4-diethoxycarbonyl-6-methylpyridine. A solution of 0.83 g (1.2 eq.) of sodium nitrite dissolved in 3 ml of water was added dropwise to the solution. The mixture was stirred at room temperature for 1 hour and left standing in a refrigerator overnight. The resulting crystals were collected by filtration. The crystals were recrystallized from ethyl acetate to give colorless plates.